From a dataset of the Open Reaction Database (ORD), a public repository of structured organic reaction records. describe an organic reaction: reactants, conditions, products, and yield Starting materials: CCOCC (Ether), [N+](=O)([O-])[O-] (Nitrate), base, [N+](=O)(O)[O-].C(C)(=O)OCC (HNO3 ethyl acetate). Solvent: C(C)(=O)OCC (ethyl acetate). The product is [N+](=O)(O)[O-].O1COCC1 (1,3-dioxolane nitrate). As a reaction SMILES: [N+:1]([O-:4])([O-:3])=[O:2].[N+]([O-])(O)=O.[C:9]([O:12][CH2:13][CH3:14])(=[O:11])C.CCOCC>C(OCC)(=O)C>[N+:1]([O-:4])([OH:3])=[O:2].[O:11]1[CH2:14][CH2:13][O:12][CH2:9]1 |f:1.2,5.6|. Procedure details: analysis: C28H23Cl2N3O4 (MW 536.43) calc. C 62.69, H 4.32, N 7.83; found C 62.4, H 4.4, N 7.6. Nitrate formation: 1.93 g (3.6 mmol) of base were dissolved in 15 ml of ethyl acetate, and 3.6 ml of 1M HNO3 /ethyl acetate were added with stirring. Ether was subsequently added until no further precipitate was produced, and the precipitate was filtered off under suction. 2.05 g (yield of nitrate, 95.3% of theory) of cis-2-(2,4-dichlorophenyl)-2-(imidazol-1-ylmethyl)-4-[4-(benzoxazol-2-yl)benzyl)oxyme... The reactants are C(=O)(N1C=NC=C1)N1C=NC=C1 (1,1'-carbonyldiimidazole), OC1=C(C=C(C(=O)O)C=C1[N+](=O)[O-])OC (4-hydroxy-3-methoxy-5-nitrobenzoic acid), NCCCCCCOC(NC(C)(C)C)=O (6-aminohexyl-t-butylcarbamate). Run in O1CCCC1 (tetrahydrofuran), O1CCCC1 (tetrahydrofuran). Run at time 15 minute. The product is OC1=C(C=C(C(=O)NCCCCCCOC(NC(C)(C)C)=O)C=C1[N+](=O)[O-])OC ([6-(4-hydroxy-5-nitro-m-anisamido)hexyl]-t-butylcarbamate). Reaction SMILES: C(N1C=CN=C1)(N1C=CN=C1)=O.[OH:13][C:14]1[C:22]([N+:23]([O-:25])=[O:24])=[CH:21][C:17]([C:18]([OH:20])=O)=[CH:16][C:15]=1[O:26][CH3:27].[NH2:28][CH2:29][CH2:30][CH2:31][CH2:32][CH2:33][CH2:34][O:35][C:36](=[O:42])[NH:37][C:38]([CH3:41])([CH3:40])[CH3:39]>O1CCCC1>[OH:13][C:14]1[C:22]([N+:23]([O-:25])=[O:24])=[CH:21][C:17]([C:18]([NH:28][CH2:29][CH2:30][CH2:31][CH2:32][CH2:33][CH2:34][O:35][C:36](=[O:42])[NH:37][C:38]([CH3:40])([CH3:39])[CH3:41])=[O:20])=[CH:16][C:15]=1[O:26][CH3:27]. Procedure: 8.9 g of 1,1'-carbonyldiimidazole are added to a solution of 10.7 g of 4-hydroxy-3-methoxy-5-nitrobenzoic acid in 500 ml of dry tetrahydrofuran and the reaction mixture is subsequently heated to 65°-70° for 5 hours. It is then cooled to room temperature and a solution of 21.6 g of 6-aminohexyl-t-butylcarbamate in 50 ml of dry tetrahydrofuran is added dropwise thereto within 15 minutes. The reaction mixture is then heated to 65°-70° for 18 hours, evaporated, the residue is suspended in ethyl acet... Starting materials: Br, COc1cccc(C2CCCCC2CN(C)C)c1. Product: CN(C)CC1CCCCC1c1cccc(O)c1. Reaction SMILES: [BrH:19].[CH3:1][O:2][c:3]1[cH:4][c:5]([CH:9]2[CH:10]([CH2:15][N:16]([CH3:17])[CH3:18])[CH2:11][CH2:12][CH2:13][CH2:14]2)[cH:6][cH:7][cH:8]1>>[OH:2][c:3]1[cH:4][c:5]([CH:9]2[CH:10]([CH2:15][N:16]([CH3:17])[CH3:18])[CH2:11][CH2:12][CH2:13][CH2:14]2)[cH:6][cH:7][cH:8]1. Reactants: CC#N, ClCCI, [K+], [K+], O=C([O-])[O-], O=c1[nH]c2ccccc2o1. Yields the product O=c1oc2ccccc2n1CCCl. As a reaction SMILES: [CH3:21][C:22]#[N:23].[Cl:11][CH2:12][CH2:13][I:14].[K+:15].[K+:16].[O-:17][C:18]([O-:19])=[O:20].[o:1]1[c:2](=[O:10])[nH:3][c:4]2[c:5]1[cH:6][cH:7][cH:8][cH:9]2>>[o:1]1[c:2](=[O:10])[n:3]([CH2:13][CH2:12][Cl:11])[c:4]2[c:5]1[cH:6][cH:7][cH:8][cH:9]2. The reactants are [N+](=O)([O-])C1=CC(=C(C=C1)C)N1C(=O)C=2C=NC=CC2C1=O (N-(4-nitro-o-tolyl)-pyridine-3,4- dicarboximide), [H][H] (hydrogen). The reagents and catalysts are [Ni] (Raney nickel). Run in C(C)(=O)OCC (ethyl acetate). The product is NC1=CC(=C(C=C1)C)N1C(=O)C=2C=NC=CC2C1=O (N-(4-amino-o-tolyl)-pyridine-3,4-dicarboximide). As a reaction SMILES: [N+:1]([C:4]1[CH:9]=[CH:8][C:7]([CH3:10])=[C:6]([N:11]2[C:20](=[O:21])[C:19]3[CH:18]=[CH:17][N:16]=[CH:15][C:14]=3[C:12]2=[O:13])[CH:5]=1)([O-])=O.[H][H]>[Ni].C(OCC)(=O)C>[NH2:1][C:4]1[CH:9]=[CH:8][C:7]([CH3:10])=[C:6]([N:11]2[C:20](=[O:21])[C:19]3[CH:18]=[CH:17][N:16]=[CH:15][C:14]=3[C:12]2=[O:13])[CH:5]=1. Procedure: The mixture of 2.5 g of N-(4-nitro-o-tolyl)-pyridine-3,4- dicarboximide, 1.2 g of Raney nickel and 575 ml of ethyl acetate is hydrogenated at 3.4 atm. and room temperature until the hydrogen uptake ceases. It is filtered, evaporated and the residue thoroughly leached with hot benzene. The filtrate is evaporated, the residue chromatographed on silica gel and eluted with ethyl acetate, to yield the N-(4-amino-o-tolyl)-pyridine-3,4-dicarboximide as an oil, the mass spectrum of which shows the expec... Reactants: CO, NCCNCCO, O=C(O)CCn1cnc2c(=O)[nH]cnc21. The product is O=C(CCn1cnc2c(=O)[nH]cnc21)NCCNCCO. As a reaction SMILES: [CH3:23][OH:24].[NH2:1][CH2:2][CH2:3][NH:4][CH2:5][CH2:6][OH:7].[O:8]=[c:9]1[c:10]2[n:11][cH:12][n:13]([CH2:18][CH2:19][C:20](=[O:21])[OH:22])[c:14]2[n:15][cH:16][nH:17]1>>[NH:1]([CH2:2][CH2:3][NH:4][CH2:5][CH2:6][OH:7])[C:20]([CH2:19][CH2:18][n:13]1[cH:12][n:11][c:10]2[c:9](=[O:8])[nH:17][cH:16][n:15][c:14]21)=[O:21]. Reactants: CC(C)O, CCOC(=O)N1CCC(N(C(=O)Cc2cccc(OC)c2)c2ccc(Cl)cc2)CC1, [K+], [OH-]. The product is COc1cccc(CC(=O)N(c2ccc(Cl)cc2)C2CCNCC2)c1. RXN SMILES: [CH3:33][CH:34]([OH:35])[CH3:36].[Cl:3][c:4]1[cH:5][cH:6][c:7]([N:10]([C:11]([CH2:12][c:13]2[cH:14][c:15]([O:19][CH3:20])[cH:16][cH:17][cH:18]2)=[O:21])[CH:22]2[CH2:23][CH2:24][N:25]([C:28]([O:29][CH2:30][CH3:31])=[O:32])[CH2:26][CH2:27]2)[cH:8][cH:9]1.[K+:2].[OH-:1]>>[Cl:3][c:4]1[cH:5][cH:6][c:7]([N:10]([C:11]([CH2:12][c:13]2[cH:14][c:15]([O:19][CH3:20])[cH:16][cH:17][cH:18]2)=[O:21])[CH:22]2[CH2:23][CH2:24][NH:25][CH2:26][CH2:27]2)[cH:8][cH:9]1.